This data is from the Open Reaction Database (ORD), a public repository of structured organic reaction records. The task is: describe an organic reaction: reactants, conditions, products, and yield Starting materials: [Cl-].O[NH3+] (hydroxylammonium chloride), C(O)([O-])=O.[Na+] (sodium hydrogencarbonate), CS(=O)C (dimethyl sulfoxide), C1(CCCCC1)C(CN1C(N(C2=C(C1=O)C=C(S2)CC(F)(F)F)CC2=CC=C(C=C2)C=2C(=CC=CC2)C#N)=O)=O (4′-{[3-(2-cyclohexyl-2-oxoethyl)-2,4-dioxo-6-(2,2,2-trifluoroethyl)-3,4-dihydrothieno[2,3-d]pyrimidin-1(2H)-yl]methyl}biphenyl-2-carbonitrile). Solvent: O (water), C(C)(=O)OCC (ethyl acetate). Run at temperature 50 celsius, time 30 minute. Yields the product C1(CCCCC1)C(CN1C(N(C2=C(C1=O)C=C(S2)CC(F)(F)F)CC2=CC=C(C=C2)C2=C(C=CC=C2)C2=NOC(N2)=O)=O)=O (3-(2-cyclohexyl-2-oxoethyl)-1-{[2′-(5-oxo-4,5-dihydro-1,2,4-oxadiazol-3-yl)biphenyl-4-yl]methyl}-6-(2,2,2-trifluoroethyl)thieno[2,3-d]pyrimidine-2,4(1H,3H)-dione). Isolated yield 29.7%. RXN SMILES: [Cl-].O[NH3+:3].[C:4](=[O:7])([O-])[OH:5].[Na+].CS(C)=O.[CH:13]1([C:19](=[O:52])[CH2:20][N:21]2[C:26](=[O:27])[C:25]3[CH:28]=[C:29]([CH2:31][C:32]([F:35])([F:34])[F:33])[S:30][C:24]=3[N:23]([CH2:36][C:37]3[CH:42]=[CH:41][C:40]([C:43]4[C:44]([C:49]#[N:50])=[CH:45][CH:46]=[CH:47][CH:48]=4)=[CH:39][CH:38]=3)[C:22]2=[O:51])[CH2:18][CH2:17][CH2:16][CH2:15][CH2:14]1>O.C(OCC)(=O)C>[CH:13]1([C:19](=[O:52])[CH2:20][N:21]2[C:26](=[O:27])[C:25]3[CH:28]=[C:29]([CH2:31][C:32]([F:34])([F:35])[F:33])[S:30][C:24]=3[N:23]([CH2:36][C:37]3[CH:38]=[CH:39][C:40]([C:43]4[CH:48]=[CH:47][CH:46]=[CH:45][C:44]=4[C:49]4[NH:3][C:4](=[O:7])[O:5][N:50]=4)=[CH:41][CH:42]=3)[C:22]2=[O:51])[CH2:14][CH2:15][CH2:16][CH2:17][CH2:18]1 |f:0.1,2.3|. Procedure: A mixture of hydroxylammonium chloride (0.28 g), sodium hydrogencarbonate (0.43 g) and dimethyl sulfoxide (2.5 mL) was stirred at 50° C. for 30 min, 4′-{[3-(2-cyclohexyl-2-oxoethyl)-2,4-dioxo-6-(2,2,2-trifluoroethyl)-3,4-dihydrothieno[2,3-d]pyrimidin-1(2H)-yl]methyl}biphenyl-2-carbonitrile (0.29 g) was added, and the mixture was stirred at 90° C. for 20 hr. After allowing to cool to room temperature, ethyl acetate and water were added to the reaction mixture, and the mixture was extracted with e...